Task: describe an organic reaction: reactants, conditions, products, and yield. Dataset: the Open Reaction Database (ORD), a public repository of structured organic reaction records The reactants are COc1ccc(C)c(C=O)c1, Cl, O, c1ccncc1. Yields the product Cc1ccc(O)cc1C=O. RXN SMILES: [CH3:1][O:2][c:3]1[cH:4][cH:5][c:6]([CH3:11])[c:7]([CH:8]=[O:9])[cH:10]1.[ClH:12].[OH2:19].[n:13]1[cH:14][cH:15][cH:16][cH:17][cH:18]1>>[OH:2][c:3]1[cH:4][cH:5][c:6]([CH3:11])[c:7]([CH:8]=[O:9])[cH:10]1. Starting materials: FC1=C(C=CC=C1)N1N=NC(=C1C1=CC=NC=C1)C1=NC(=NO1)C1=CC=C(C=O)C=C1 (4-(5-(1-(2-fluorophenyl)-5-(pyridin-4-yl)-1H-1,2,3-triazol-4-yl)-1,2,4-oxadiazol-3-yl)benzaldehyde), N1CC(OCC1)CO (morpholin-2-ylmethanol). Product: FC1=C(C=CC=C1)N1N=NC(=C1C1=CC=NC=C1)C1=NC(=NO1)C1=CC=C(CN2CC(OCC2)CO)C=C1 ([4-(4-{5-[1-(2-fluorophenyl)-5-pyridin-4-yl-1H-1,2,3-triazol-4-yl]-1,2,4-oxadiazol-3-yl}benzyl)morpholin-2-yl]methanol), Example 143. RXN SMILES: [F:1][C:2]1[CH:7]=[CH:6][CH:5]=[CH:4][C:3]=1[N:8]1[C:12]([C:13]2[CH:18]=[CH:17][N:16]=[CH:15][CH:14]=2)=[C:11]([C:19]2[O:23][N:22]=[C:21]([C:24]3[CH:31]=[CH:30][C:27]([CH:28]=O)=[CH:26][CH:25]=3)[N:20]=2)[N:10]=[N:9]1.[NH:32]1[CH2:37][CH2:36][O:35][CH:34]([CH2:38][OH:39])[CH2:33]1>>[F:1][C:2]1[CH:7]=[CH:6][CH:5]=[CH:4][C:3]=1[N:8]1[C:12]([C:13]2[CH:14]=[CH:15][N:16]=[CH:17][CH:18]=2)=[C:11]([C:19]2[O:23][N:22]=[C:21]([C:24]3[CH:25]=[CH:26][C:27]([CH2:28][N:32]4[CH2:37][CH2:36][O:35][CH:34]([CH2:38][OH:39])[CH2:33]4)=[CH:30][CH:31]=3)[N:20]=2)[N:10]=[N:9]1. Reported procedure: The title compound was prepared following the procedure described for Example 94, but starting from 4-(5-(1-(2-fluorophenyl)-5-(pyridin-4-yl)-1H-1,2,3-triazol-4-yl)-1,2,4-oxadiazol-3-yl)benzaldehyde, obtained as described in Example 113, Step 1, (100 mg; 0.24 mmol) and morpholin-2-ylmethanol (56.8 mg; 0.48 mmol) to give Example 143 as a white solid. 1H NMR: (DMSO-d6, 400 MHz) δ 8.75 (2H, dd, J=4.7, 1.6 Hz), 7.97 (2H, d, J=7.9 Hz), 7.94-7.87 (1H, m), 7.76-7.69 (1H, m), 7.61 (2H, dd, J=4.7, 1.6 Hz... Reactants: O (water), [N+](=O)(O)[O-] (nitric acid), ClC1=CC=C(C=C1)C1=CC(=C(N1)C(F)(F)F)C=1SC(=CC1)[N+](=O)[O-] (5-(p-chlorophenyl)-3-(5-nitro-2-thienyl)-2-(trifluoromethyl)pyrrole), [N+](=O)(O)[O-] (nitric acid). Reaction SMILES: [N+:1]([O-:4])([OH:3])=O.[Cl:5][C:6]1[CH:11]=[CH:10][C:9]([C:12]2[NH:16][C:15]([C:17]([F:20])([F:19])[F:18])=[C:14]([C:21]3[S:22][C:23]([N+:26]([O-:28])=[O:27])=[CH:24][CH:25]=3)[CH:13]=2)=[CH:8][CH:7]=1.O>C(OC(=O)C)(=O)C>[Cl:5][C:6]1[CH:7]=[CH:8][C:9]([C:12]2[NH:16][C:15]([C:17]([F:19])([F:18])[F:20])=[C:14]([C:21]3[S:22][C:23]([N+:26]([O-:28])=[O:27])=[CH:24][CH:25]=3)[C:13]=2[N+:1]([O-:4])=[O:3])=[CH:10][CH:11]=1. Yields the product ClC1=CC=C(C=C1)C=1NC(=C(C1[N+](=O)[O-])C=1SC(=CC1)[N+](=O)[O-])C(F)(F)F (2-(p-Chlorophenyl)-3-Nitro-4-(5-Nitro-2-Thienyl)-5-(Trifluoromethyl)Pyrrol). Procedure: A 90% nitric acid solution (0.02 g, 0.28 mmol) is added to a solution of 5-(p-chlorophenyl)-3-(5-nitro-2-thienyl)-2-(trifluoromethyl)pyrrole (0.13 g, 0.34 mmol) in acetic anhydride. The reaction mixture is stirred at room temperature for ten minutes, treated with additional 90% nitric acid solution (0.02 g, 0.28 mmol), stirred at room temperature for 15 minutes, poured into water, stirred at room temperature overnight and extracted with ether. The combined organic extracts are dried over MgSO4 a... Solvent: C(C)(=O)OC(C)=O (acetic anhydride). Reactants: C(C)NC(C1=CC(=C(C(=C1)C1=CC=C2C(=NNC2=C1)C=1CCNCC1)C)F)=O (N-ethyl-3-fluoro-4-methyl-5-[3-(1,2,3,6-tetrahydro-4-pyridinyl)-1H-indazol-6-yl]benzamide), C(C)NC(C1=CC(=C(C(=C1)C1=CC=C2C(=NNC2=C1)C=1CCNCC1)C)F)=O (N-ethyl-3-fluoro-4-methyl-5-[3-(1,2,3,6-tetrahydro-4-pyridinyl)-1H-indazol-6-yl]benzamide), C(=O)[O-].[NH4+] (ammonium formate). Reagents/catalysts: [Pd] (palladium on carbon). Solvent: C(C)O (ethanol). Reaction conditions: temperature 90 celsius, time 1 hour. Product: C(C)NC(C1=CC(=C(C(=C1)C1=CC=C2C(=NNC2=C1)C1CCNCC1)C)F)=O (N-Ethyl-3-fluoro-4-methyl-5-[3-(4-piperidinyl)-1H-indazol-6-yl]benzamide). Isolated yield 88.5%. Reaction SMILES: [CH2:1]([NH:3][C:4](=[O:28])[C:5]1[CH:10]=[C:9]([C:11]2[CH:19]=[C:18]3[C:14]([C:15]([C:20]4[CH2:21][CH2:22][NH:23][CH2:24][CH:25]=4)=[N:16][NH:17]3)=[CH:13][CH:12]=2)[C:8]([CH3:26])=[C:7]([F:27])[CH:6]=1)[CH3:2].C([O-])=O.[NH4+]>[Pd].C(O)C>[CH2:1]([NH:3][C:4](=[O:28])[C:5]1[CH:10]=[C:9]([C:11]2[CH:19]=[C:18]3[C:14]([C:15]([CH:20]4[CH2:21][CH2:22][NH:23][CH2:24][CH2:25]4)=[N:16][NH:17]3)=[CH:13][CH:12]=2)[C:8]([CH3:26])=[C:7]([F:27])[CH:6]=1)[CH3:2] |f:1.2|. Procedure: A mixture of N-ethyl-3-fluoro-4-methyl-5-[3-(1,2,3,6-tetrahydro-4-pyridinyl)-1H-indazol-6-yl]benzamide (Intermediate 21, 100 mg), 10% palladium on carbon (20 mg) and ammonium formate (50 mg) in ethanol (10 mL) was stirred at 90° C. for 1 h under nitrogen. The catalyst was removed by filtration and the filtrate was concentrated under vacuum. The product was dissolved in methanol and eluted through an SCX ion exchange cartridge. Elution with a solution of ammonia (0.88) in methanol gave the title ... Reactants: NC1=CC(=C(C(=O)O)C=C1Cl)OC (4-amino-5-chloro-2-methoxybenzoic acid), C(=O)(N1C=NC=C1)N1C=NC=C1 (1,1'-carbonyldiimidazole), N12CCCC(CC1)(C2)CN (1-azabicyclo[3.2.1]octane-5-methanamine). Solvent: O1CCCC1 (tetrahydrofuran). Run at time 1 hour. Product: NC1=CC(=C(C(=O)NCC23CCCN(CC2)C3)C=C1Cl)OC (4-Amino-N-(1-azabicyclo[3.2.1]oct-5ylmethyl)-5-chloro-2-methoxybenzamide). The yield is 69.8%. As a reaction SMILES: [NH2:1][C:2]1[C:10]([Cl:11])=[CH:9][C:5]([C:6]([OH:8])=O)=[C:4]([O:12][CH3:13])[CH:3]=1.C(N1C=CN=C1)(N1C=CN=C1)=O.[N:26]12[CH2:33][C:30]([CH2:34][NH2:35])([CH2:31][CH2:32]1)[CH2:29][CH2:28][CH2:27]2>O1CCCC1>[NH2:1][C:2]1[C:10]([Cl:11])=[CH:9][C:5]([C:6]([NH:35][CH2:34][C:30]23[CH2:33][N:26]([CH2:32][CH2:31]2)[CH2:27][CH2:28][CH2:29]3)=[O:8])=[C:4]([O:12][CH3:13])[CH:3]=1. Procedure: A suspension of 4-amino-5-chloro-2-methoxybenzoic acid (1.72 g, 8.5 mmol) in anhydrous tetrahydrofuan (10 mL) under nitrogen was treated with 1,1'-carbonyldiimidazole (1.46 g, 9.0 mmol), stirred for one hour, then degassed under a stream of nitrogen for 10 minutes. A solution of 1-azabicyclo[3.2.1]octane-5-methanamine (1.27 g, 9.0 mmol) in anhydrous tetrahydrofuran (8 mL) was added, and stirring was continued at room temperature for 18 hours and at 50° C. for one hour. The mixture was concentrat... Reactants: ClC=1C(=CC(=C(C1)C(CC1=CC=C(C=C1)OC)=NN)O)O (1-(5-chloro-2,4-dihydroxyphenyl)-2-(4-methoxyphenyl)ethanone hydrazone), S(=O)(Cl)Cl (thionyl chloride). Run at time 2 hour. The product is ClC=1C(=CC(=C(C1)C=1N=NSC1C1=CC=C(C=C1)OC)O)O (4-(5-chloro-2,4-dihydroxyphenyl)-5-(4-methoxyphenyl)-1,2,3-thiadiazole). RXN SMILES: [Cl:1][C:2]1[C:3]([OH:21])=[CH:4][C:5]([OH:20])=[C:6]([C:8](=[N:18][NH2:19])[CH2:9][C:10]2[CH:15]=[CH:14][C:13]([O:16][CH3:17])=[CH:12][CH:11]=2)[CH:7]=1.[S:22](Cl)(Cl)=O>>[Cl:1][C:2]1[C:3]([OH:21])=[CH:4][C:5]([OH:20])=[C:6]([C:8]2[N:18]=[N:19][S:22][C:9]=2[C:10]2[CH:11]=[CH:12][C:13]([O:16][CH3:17])=[CH:14][CH:15]=2)[CH:7]=1. Reported procedure: 1-(5-chloro-2,4-dihydroxyphenyl)-2-(4-methoxyphenyl)ethanone hydrazone (2a) (0.1 g, 0.33 mmol) is carefully added to thionyl chloride (1 ml). The reaction mixture is stirred at room temperature for 2 hours. The excess of thionyl chloride is evaporated under reduced pressure, the residue is dissolved in chloroform (10 ml). The organic layer is washed twice with NaHCO3 (sat. aq. 10 ml), then with water (15 ml), dried over Na2SO4, concentrated in vacuo. The residue was purified by dry column chroma... Starting materials: COC(=O)c1cc2c(cc1Nc1ccc([Si](C)(C)C)cc1F)C(=O)NC2, ClCCl, ClI. Product: COC(=O)c1cc2c(cc1Nc1ccc(I)cc1F)C(=O)NC2. RXN SMILES: [CH3:1][O:2][C:3](=[O:4])[c:5]1[cH:6][c:7]2[c:11]([cH:12][c:13]1[NH:14][c:15]1[c:16]([F:25])[cH:17][c:18]([Si:21]([CH3:22])([CH3:23])[CH3:24])[cH:19][cH:20]1)[C:10](=[O:26])[NH:9][CH2:8]2.[Cl:29][CH2:30][Cl:31].[I:27][Cl:28]>>[CH3:1][O:2][C:3](=[O:4])[c:5]1[cH:6][c:7]2[c:11]([cH:12][c:13]1[NH:14][c:15]1[c:16]([F:25])[cH:17][c:18]([I:27])[cH:19][cH:20]1)[C:10](=[O:26])[NH:9][CH2:8]2. RXN SMILES: [NH2:1][C:2]1[CH:7]=[CH:6][C:5]([CH3:8])=[CH:4][CH:3]=1.C[Al](C)C.[F:13][C:14]1[CH:19]=[C:18]([F:20])[CH:17]=[CH:16][C:15]=1[C@@:21]([OH:47])([CH2:41][N:42]1[CH:46]=[N:45][CH:44]=[N:43]1)[C@H:22]([S:24][C@@H:25]1[CH2:30][O:29][C@@H:28]([C:31]2[CH:40]=[CH:39][C:34]([C:35](OC)=[O:36])=[CH:33][CH:32]=2)[O:27][CH2:26]1)[CH3:23]>>[F:13][C:14]1[CH:19]=[C:18]([F:20])[CH:17]=[CH:16][C:15]=1[C@@:21]([OH:47])([CH2:41][N:42]1[CH:46]=[N:45][CH:44]=[N:43]1)[C@H:22]([S:24][C@@H:25]1[CH2:30][O:29][C@@H:28]([C:31]2[CH:32]=[CH:33][C:34]([C:35]([NH:1][C:2]3[CH:7]=[CH:6][C:5]([CH3:8])=[CH:4][CH:3]=3)=[O:36])=[CH:39][CH:40]=2)[O:27][CH2:26]1)[CH3:23]. Isolated yield 95.3%. Product: FC1=C(C=CC(=C1)F)[C@]([C@@H](C)S[C@H]1CO[C@@H](OC1)C1=CC=C(C(=O)NC2=CC=C(C=C2)C)C=C1)(CN1N=CN=C1)O (4-[trans-5-[[(1R,2R)-2-(2,4-Difluorophenyl)-2-hydroxy-1-methyl-3-(1H-1,2,4-triazol-1-yl)propyl]thio]-1,3-dioxan-2-yl]-4′-methylbenzanilide). Procedure details: In the same manner as that described in Example 3(4), a reaction was carried out using commercially available p-toluidine (128 mg, 1.2 mmol), trimethylaluminium (1.1 ml, 1.07M n-hexane solution, 1.2 mmol) and methyl 4-[trans-5-[[(1R,2R)-2-(2,4-difluorophenyl)-2-hydroxy-1-methyl-3-(1H-1,2,4-triazol-1-yl)propyl]thio]-1,3-dioxan-2-yl]benzoate (150 mg, 0.30 mmol), obtained in Example 12(1), and the reaction mixture was treated using a similar procedure to that described in Example 3(4) to afford the... Reactants: NC1=CC=C(C=C1)C (p-toluidine), C[Al](C)C (trimethylaluminium), FC1=C(C=CC(=C1)F)[C@]([C@@H](C)S[C@H]1CO[C@@H](OC1)C1=CC=C(C(=O)OC)C=C1)(CN1N=CN=C1)O (methyl 4-[trans-5-[[(1R,2R)-2-(2,4-difluorophenyl)-2-hydroxy-1-methyl-3-(1H-1,2,4-triazol-1-yl)propyl]thio]-1,3-dioxan-2-yl]benzoate). Product: CC(C)[SiH](OCCCCCCCC)C(C)C (di(2-propyl)octyloxysilane). Solvent: CCCCCC (Hexane). Procedure details: Di(2-propyl)octyloxysilane was prepared in the following manner. Dry octanol (52.5 g, 0.40 mole) and dry pyridine (32.9 g, 0.42 mole) were added to a 500 ml round-bottom flask. The solution was cooled to -5° C. with stirring. Di(2-propyl)chlorosilane (67.1 g, 0.44 mole) was added in a dropwise fashion over 60 minutes. After this addition, the temperature of the reaction mixture was maintained at -5° C. for another 30 minutes, then allowed to come to room temperature overnight. Hexane (100 ml) wa... Reactants: C(CCCCCCC)O (octanol), N1=CC=CC=C1 (pyridine), CC(C)[SiH](Cl)C(C)C (Di(2-propyl)chlorosilane). Reaction conditions: temperature -5 celsius, time 8 hour. As a reaction SMILES: [CH2:1]([OH:9])[CH2:2][CH2:3][CH2:4][CH2:5][CH2:6][CH2:7][CH3:8].N1C=CC=CC=1.[CH3:16][CH:17]([SiH:19]([CH:21]([CH3:23])[CH3:22])Cl)[CH3:18]>CCCCCC>[CH3:16][CH:17]([SiH:19]([CH:21]([CH3:23])[CH3:22])[O:9][CH2:1][CH2:2][CH2:3][CH2:4][CH2:5][CH2:6][CH2:7][CH3:8])[CH3:18].